From a dataset of the Open Reaction Database (ORD), a public repository of structured organic reaction records. describe an organic reaction: reactants, conditions, products, and yield The reactants are CC1=CC2=C(C(=NCC(N2)=S)C2=CC=C(C=C2)C(C)C)C=C1 (1,3-dihydro-8-methyl-5-(p-isopropylphenyl)-2H-1,4-benzodiazepine-2-thione), COCC(=O)NN (methoxyacetic acid hydrazide). The solvent is C(CCC)O (n-butyl alcohol). Product: CC1=CC2=C(C(=NCC=3N2C(=NN3)COC)C3=CC=C(C=C3)C(C)C)C=C1 (9-methyl-1-(methoxymethyl)-6-(p-isopropylphenyl)-4H-s-triazolo[4,3-a][1,4]benzodiazepine). RXN SMILES: [CH3:1][C:2]1[CH:22]=[CH:21][C:5]2[C:6]([C:12]3[CH:17]=[CH:16][C:15]([CH:18]([CH3:20])[CH3:19])=[CH:14][CH:13]=3)=[N:7][CH2:8][C:9](=S)[NH:10][C:4]=2[CH:3]=1.[CH3:23][O:24][CH2:25][C:26]([NH:28][NH2:29])=O>C(O)CCC>[CH3:1][C:2]1[CH:22]=[CH:21][C:5]2[C:6]([C:12]3[CH:17]=[CH:16][C:15]([CH:18]([CH3:20])[CH3:19])=[CH:14][CH:13]=3)=[N:7][CH2:8][C:9]3[N:10]([C:26]([CH2:25][O:24][CH3:23])=[N:28][N:29]=3)[C:4]=2[CH:3]=1. Procedure details: In the manner given in Example 1, a solution of 1,3-dihydro-8-methyl-5-(p-isopropylphenyl)-2H-1,4-benzodiazepine-2-thione in n-butyl alcohol was heated to reflux with methoxyacetic acid hydrazide to give 9-methyl-1-(methoxymethyl)-6-(p-isopropylphenyl)-4H-s-triazolo[4,3-a][1,4]benzodiazepine. The product is C(C)OC(C1=C(C=C(C=C1)C1=NOC(C1)(C(F)(F)F)C1=CC(=CC(=C1)Cl)Cl)[N+](=O)[O-])=O (4-[5-(3,5-dichlorophenyl)-5-trifluoromethyl-4,5-dihydroisoxazol-3-yl]-2-nitrobenzoic acid ethyl ester). Starting materials: BrC1=C(C=C(C=C1)C1=NOC(C1)(C(F)(F)F)C1=CC(=CC(=C1)Cl)Cl)[N+](=O)[O-] (3-(4-bromo-3-nitrophenyl)-5-(3,5-dichlorophenyl)-5-trifluoromethyl-4,5-dihydroisoxazole), C(C)(=O)[O-].[Na+] (sodium acetate), C(C)O (ethanol), [C]=O (carbon monoxide). As a reaction SMILES: Br[C:2]1[CH:7]=[CH:6][C:5]([C:8]2[CH2:12][C:11]([C:17]3[CH:22]=[C:21]([Cl:23])[CH:20]=[C:19]([Cl:24])[CH:18]=3)([C:13]([F:16])([F:15])[F:14])[O:10][N:9]=2)=[CH:4][C:3]=1[N+:25]([O-:27])=[O:26].[C:28]([O-:31])(=[O:30])C.[Na+].[C]=O.[CH2:35](O)[CH3:36]>C1(P(C2C=CC=CC=2)[C-]2C=CC=C2)C=CC=CC=1.[C-]1(P(C2C=CC=CC=2)C2C=CC=CC=2)C=CC=C1.[Fe+2].C([O-])(=O)C.[Pd+2].C([O-])(=O)C>[CH2:35]([O:31][C:28](=[O:30])[C:2]1[CH:7]=[CH:6][C:5]([C:8]2[CH2:12][C:11]([C:17]3[CH:18]=[C:19]([Cl:24])[CH:20]=[C:21]([Cl:23])[CH:22]=3)([C:13]([F:14])([F:16])[F:15])[O:10][N:9]=2)=[CH:4][C:3]=1[N+:25]([O-:27])=[O:26])[CH3:36] |f:1.2,5.6.7,8.9.10,^3:32|. Procedure details: In a solution of 2.0 g of 3-(4-bromo-3-nitrophenyl)-5-(3,5-dichlorophenyl)-5-trifluoromethyl-4,5-dihydroisoxazole in 30 ml of ethanol in an autoclave, 0.40 g of sodium acetate, 88.0 mg of 1,1′-bis(diphenylphosphino) ferrocene and 18.0 mg of palladium (II) acetate were added, and stirred under 0.9 MPa carbon monoxide atmosphere at 100° C. for 3 hours. After the completion of the reaction, the reaction mixture was left and cooled to room temperature, and the solvent was distilled off under reduced... Reagents/catalysts: C1(=CC=CC=C1)P([C-]1C=CC=C1)C1=CC=CC=C1.[C-]1(C=CC=C1)P(C1=CC=CC=C1)C1=CC=CC=C1.[Fe+2] (1,1′-bis(diphenylphosphino) ferrocene), C(C)(=O)[O-].[Pd+2].C(C)(=O)[O-] (palladium (II) acetate). Starting materials: C(C)OC(COCC1=CC=CC=C1)OCC (benzyloxyacetaldehyde diethyl acetal), S(O)(O)(=O)=O (sulfuric acid). Product: C(C1=CC=CC=C1)OCC=O (benzyloxyacetaldehyde). RXN SMILES: C([O:3][CH:4](OCC)[CH2:5][O:6][CH2:7][C:8]1[CH:13]=[CH:12][CH:11]=[CH:10][CH:9]=1)C.S(=O)(=O)(O)O>>[CH2:7]([O:6][CH2:5][CH:4]=[O:3])[C:8]1[CH:13]=[CH:12][CH:11]=[CH:10][CH:9]=1. Reported procedure: In accordance with Scheme IV, benzyloxyacetaldehyde diethyl acetal is hydrolyzed with dilute sulfuric acid giving benzyloxyacetaldehyde, which is then reacted with allyl magnesium bromide to give 1-phenylmethoxy-4-penten-2-ol. This alcohol, is brominated with bromine in carbon tetrachloride or dichloromethane at -20° C. to 0° C. to give 4,5-dibromo-1-(phenylmethoxy)-2-pentanol. This dibromo alcohol, in aqueous methanol, is cyclized with calcium hydroxide in the presence of calcium bromide, to gi... Reactants: CC(=O)Nc1nc(O)c2cc(C=Cc3ccc(C(=O)O)cc3)cnc2n1, CN1CCOCC1, CN1CCCC1=O, Cl, CCOC(=O)CCC(N)C(=O)OCC, O=P(Cl)(Nc1ccccc1)Oc1ccccc1. Product: CCOC(=O)CCC(NC(=O)c1ccc(C=Cc2cnc3nc(NC(C)=O)nc(O)c3c2)cc1)C(=O)OCC. As a reaction SMILES: [C:1]([CH3:2])(=[O:3])[NH:4][c:5]1[n:6][c:7]([OH:26])[c:8]2[c:9]([n:10]1)[n:11][cH:12][c:13]([CH:15]=[CH:16][c:17]1[cH:18][cH:19][c:20]([C:23](=[O:24])[OH:25])[cH:21][cH:22]1)[cH:14]2.[CH3:27][N:28]1[CH2:29][CH2:30][O:31][CH2:32][CH2:33]1.[CH3:66][N:67]1[CH2:68][CH2:69][CH2:70][C:71]1=[O:72].[ClH:51].[NH2:52][CH:53]([CH2:54][CH2:55][C:56](=[O:57])[O:58][CH2:59][CH3:60])[C:61](=[O:62])[O:63][CH2:64][CH3:65].[c:34]1([NH:35][P:36]([Cl:37])(=[O:38])[O:39][c:40]2[cH:41][cH:42][cH:43][cH:44][cH:45]2)[cH:46][cH:47][cH:48][cH:49][cH:50]1>>[C:1]([CH3:2])(=[O:3])[NH:4][c:5]1[n:6][c:7]([OH:26])[c:8]2[c:9]([n:10]1)[n:11][cH:12][c:13]([CH:15]=[CH:16][c:17]1[cH:18][cH:19][c:20]([C:23](=[O:24])[NH:52][CH:53]([CH2:54][CH2:55][C:56](=[O:57])[O:58][CH2:59][CH3:60])[C:61](=[O:62])[O:63][CH2:64][CH3:65])[cH:21][cH:22]1)[cH:14]2. Reactants: CC(C)(C(=O)O)c1ccccc1, NCc1ccc(Cl)cc1. Reagents/catalysts: CCN=C=NCCCN(C)C.Cl (EDC-HCl), CCN(C(C)C)C(C)C (DIPEA), C1=CC=C2C(=C1)C(=O)N(C2=O)O (N-Hydroxyphthalimide). Run in CN(C)C=O (DMF), CN(C)C=O (DMF), CN(C)C=O (DMF), CN(C)C=O (DMF), CN(C)C=O (DMF), CN(C)C=O (DMF). Reaction conditions: temperature 25 celsius, time 2 hour. Yields the product CC(C)(C(=O)NCc1ccc(Cl)cc1)c1ccccc1. Yield: 39.2%. As a reaction SMILES: NCc1ccc(Cl)cc1.CC(C)(C(=O)O)c1ccccc1.CCN=C=NCCCN(C)C.Cl.C1=CC=C2C(=C1)C(=O)N(C2=O)O.CCN(C(C)C)C(C)C.CN(C)C=O>>CC(C)(C(=O)NCc1ccc(Cl)cc1)c1ccccc1. The reactants are Cl.C(C)O (hydrogen chloride ethanol), Ethyl 4-chloroacetate, ClC1=C(C=O)C=CC(=C1)F (2-chloro-4-fluorobenzaldehyde), C(C)(=O)O.FC1=C(C(=N)N)C(=CC(=C1)F)F (2,4,6-trifluorobenzamidine acetate), C(C)O (ethanol). Yields the product white crystal, ClC1=C(C=CC(=C1)F)C1N=C(NC(=C1C(=O)OCC)O)C1=C(C=C(C=C1F)F)F (ethyl 4-(2-chloro-4-fluorophenyl)-2-(2,4,6-trifluorophenyl)-6-hydroxyl-1,4-dihydropyrimidine-5-carboxylate). RXN SMILES: [Cl:1][C:2]1[CH:9]=[C:8]([F:10])[CH:7]=[CH:6][C:3]=1[CH:4]=O.[C:11]([OH:14])(=[O:13])[CH3:12].[F:15][C:16]1[CH:24]=[C:23]([F:25])[CH:22]=[C:21]([F:26])[C:17]=1[C:18]([NH2:20])=[NH:19].Cl.[CH2:28]([OH:30])C.[CH2:31](O)[CH3:32]>>[Cl:1][C:2]1[CH:9]=[C:8]([F:10])[CH:7]=[CH:6][C:3]=1[CH:4]1[C:12]([C:11]([O:14][CH2:31][CH3:32])=[O:13])=[C:28]([OH:30])[NH:20][C:18]([C:17]2[C:16]([F:15])=[CH:24][C:23]([F:25])=[CH:22][C:21]=2[F:26])=[N:19]1 |f:1.2,3.4|. Reported procedure: 25 mmol of Ethyl 4-chloroacetate, 25 mmol of 2-chloro-4-fluorobenzaldehyde and 30 mmol of 2,4,6-trifluorobenzamidine acetate were dissolved in 100 ml of anhydrous ethanol, 0.6 ml of hydrogen chloride/ethanol was added, and the mixture was subjected to reflux for 72 h. The mixture was then evaporated to remove the solvents, ethyl acetate and water were added, and the phases were separated. The layer of ethyl acetate was dried over anhydrous sodium sulfate and subjected to a column chromatography ...